Dataset: the Open Reaction Database (ORD), a public repository of structured organic reaction records. Task: describe an organic reaction: reactants, conditions, products, and yield Starting materials: COC=1C(=CC2=C(CCOC2CN2CCN(CC2)CC2=CC=CC=C2)C1)OC (1-[(3,4-dihydro-6,7-dimethoxy-1H-2-benzopyran-1-yl)methyl]-4-(phenylmethyl)piperazine), CO (methanol). Reagents/catalysts: [Pd] (Pd on activated charcoal). The solvent is O (water). The product is COC=1C(=CC2=C(CCOC2CN2CCNCC2)C1)OC (1-[(3,4-dihydro-6,7-dimethoxy-1H-2-benzopyran-1-yl)methyl]piperazine). As a reaction SMILES: [CH3:1][O:2][C:3]1[C:4]([O:27][CH3:28])=[CH:5][C:6]2[CH:11]([CH2:12][N:13]3[CH2:18][CH2:17][N:16](CC4C=CC=CC=4)[CH2:15][CH2:14]3)[O:10][CH2:9][CH2:8][C:7]=2[CH:26]=1.CO>[Pd].O>[CH3:1][O:2][C:3]1[C:4]([O:27][CH3:28])=[CH:5][C:6]2[CH:11]([CH2:12][N:13]3[CH2:18][CH2:17][NH:16][CH2:15][CH2:14]3)[O:10][CH2:9][CH2:8][C:7]=2[CH:26]=1. Procedure details: A mixture of 53 g of 1-[(3,4-dihydro-6,7-dimethoxy-1H-2-benzopyran-1-yl)methyl]-4-(phenylmethyl)piperazine, 150 ml of methanol, 150 ml of water and 5 g of 5% Pd on activated charcoal was acidified with 36% hydrochloric acid and hydrogenated at 50 psi until absorption of hydrogen was finished. The catalyst was filtered and the solvent evaporated, after which the residue was basified with sodium hydroxide and extracted with dichloromethane. The dichloromethane phase was washed, dried and evaporate... The reactants are C[SiH](C)OC(c1ccnc(NC(=O)OC(C)(C)C)c1)C(C)(C)C, CI, CCCCCC, CN(C)C=O, [H-], [Na+], O. Yields the product CN(C(=O)OC(C)(C)C)c1cc(C(O[SiH](C)C)C(C)(C)C)ccn1. As a reaction SMILES: [C:3]([CH3:4])([CH3:5])([CH3:6])[O:7][C:8](=[O:9])[NH:10][c:11]1[n:12][cH:13][cH:14][c:15]([CH:17]([O:18][SiH:19]([CH3:20])[CH3:21])[C:22]([CH3:23])([CH3:24])[CH3:25])[cH:16]1.[CH3:26][I:27].[CH3:29][CH2:30][CH2:31][CH2:32][CH2:33][CH3:34].[CH3:35][N:36]([CH3:37])[CH:38]=[O:39].[H-:1].[Na+:2].[OH2:28]>>[C:3]([CH3:4])([CH3:5])([CH3:6])[O:7][C:8](=[O:9])[N:10]([c:11]1[n:12][cH:13][cH:14][c:15]([CH:17]([O:18][SiH:19]([CH3:20])[CH3:21])[C:22]([CH3:23])([CH3:24])[CH3:25])[cH:16]1)[CH3:26]. Starting materials: CN(C1=C(C=C(C=C1)F)F)C=1C=C(C=CC1[N+](=O)[O-])C1(OCCO1)C (2-{3-[N-methyl-N-(2,4-difluorophenyl)amino]-4-nitrophenyl}-2-methyl-1,3-dioxolane), Cl (hydrochloric acid). Solvent: CC(=O)C (acetone). The product is NC1=C(C=C(C=C1)C(C)=O)N(C1=C(C=C(C=C1)F)F)C (4'-amino-3'-[N-methyl-N-(2,4-difluorophenyl)amino]acetophenone). Isolated yield 21.1%. As a reaction SMILES: [CH3:1][N:2]([C:11]1[CH:12]=[C:13]([C:20]2([CH3:25])OCC[O:21]2)[CH:14]=[CH:15][C:16]=1[N+:17]([O-])=O)[C:3]1[CH:8]=[CH:7][C:6]([F:9])=[CH:5][C:4]=1[F:10].Cl>CC(C)=O>[NH2:17][C:16]1[CH:15]=[CH:14][C:13]([C:20](=[O:21])[CH3:25])=[CH:12][C:11]=1[N:2]([CH3:1])[C:3]1[CH:8]=[CH:7][C:6]([F:9])=[CH:5][C:4]=1[F:10]. Procedure details: A solution of 2-{3-[N-methyl-N-(2,4-difluorophenyl)amino]-4-nitrophenyl}-2-methyl-1,3-dioxolane (6.6 g) and 3N-hydrochloric acid (60 ml) in acetone (120 ml) was stirred at room temperature overnight and evaporated. The residue was dissolved in ethyl acetate, washed with water and an aqueous solution of sodium bicarbonate, and concentrated to dryness. A mixture of the residual oil (5.3 g), iron powder (5 g) and ammonium chloride (0.5 g) in ethanol (120 ml) and water (60 ml) was stirred and reflux...